From a dataset of the Open Reaction Database (ORD), a public repository of structured organic reaction records. describe an organic reaction: reactants, conditions, products, and yield Starting materials: ClC=1C=C(C=CC1)CC(CC1=CC(=CC=C1)Cl)=O (1,3-bis(3-chlorophenyl)-2-propanone), C(=O)OCC (ethyl formate), Cl.CN (methylamine hydrochloride), ClC=1C=C(C=CC1)C1=CN(C=C(C1=O)C1=CC(=CC=C1)Cl)C (3,5-bis(3-chlorophenyl)-1-methyl-4(1H)-pyridinone), N1C(C=CC=C1)=O (pyridinone). Yields the product ClC=1C=C(C=CC1)C1CN(CC(C1=O)C1=CC(=CC=C1)Cl)C (3,5-bis(3-chlorophenyl)-1-methyl-4-piperidinone). Reaction SMILES: ClC1C=C(CC(=O)CC2C=CC=C(Cl)C=2)C=CC=1.C(OCC)=O.Cl.CN.[Cl:27][C:28]1[CH:29]=[C:30]([C:34]2[C:39](=[O:40])[C:38]([C:41]3[CH:46]=[CH:45][CH:44]=[C:43]([Cl:47])[CH:42]=3)=[CH:37][N:36]([CH3:48])[CH:35]=2)[CH:31]=[CH:32][CH:33]=1.N1C=CC=CC1=O>>[Cl:47][C:43]1[CH:42]=[C:41]([CH:38]2[C:39](=[O:40])[CH:34]([C:30]3[CH:31]=[CH:32][CH:33]=[C:28]([Cl:27])[CH:29]=3)[CH2:35][N:36]([CH3:48])[CH2:37]2)[CH:46]=[CH:45][CH:44]=1 |f:2.3|. Procedure details: A 10 g. portion of 1,3-bis(3-chlorophenyl)-2-propanone was reacted with ethyl formate and methylamine hydrochloride to produce 7 g. of 3,5-bis(3-chlorophenyl)-1-methyl-4(1H)-pyridinone. A 6.4 g. portion of the pyridinone was reduced with 2 g. of lithium aluminum hydride and the products were separated by chromatography as described in the examples above. The yields were about 0.8 g. of Example 11, and 1.5 g. of Example 12. Example 11, m.p. 140°. Reactants: N1C=NC2=C1C=CC(=C2)C=2C=C1C(=C(C=NC1=CC2)C(=O)C2CC2)N[C@@H]2CC[C@H](CC2)NC(OC(C)(C)C)=O (tert-butyl trans-4-[6-(1H-benzo[d]imidazol-5-yl)-3-(cyclopropanecarbonyl)quinolin-4-ylamino]cyclohexylcarbamate), C(=O)(C(F)(F)F)O (TFA). Yields the product N[C@@H]1CC[C@H](CC1)NC1=C(C=NC2=CC=C(C=C12)C1=CC2=C(NC=N2)C=C1)C(=O)C1CC1 ({4-[trans-4-Aminocyclohexylamino]-6-(1H-benzo[d]imidazol-5-yl)quinolin-3-yl}(cyclopropyl)methanone). Yield: 58.2%. RXN SMILES: [NH:1]1[C:5]2[CH:6]=[CH:7][C:8]([C:10]3[CH:11]=[C:12]4[C:17](=[CH:18][CH:19]=3)[N:16]=[CH:15][C:14]([C:20]([CH:22]3[CH2:24][CH2:23]3)=[O:21])=[C:13]4[NH:25][C@H:26]3[CH2:31][CH2:30][C@H:29]([NH:32]C(=O)OC(C)(C)C)[CH2:28][CH2:27]3)=[CH:9][C:4]=2[N:3]=[CH:2]1.C(O)(C(F)(F)F)=O>>[NH2:32][C@H:29]1[CH2:30][CH2:31][C@H:26]([NH:25][C:13]2[C:12]3[C:17](=[CH:18][CH:19]=[C:10]([C:8]4[CH:7]=[CH:6][C:5]5[NH:1][CH:2]=[N:3][C:4]=5[CH:9]=4)[CH:11]=3)[N:16]=[CH:15][C:14]=2[C:20]([CH:22]2[CH2:23][CH2:24]2)=[O:21])[CH2:27][CH2:28]1. Procedure details: Following general procedure A-2, tert-butyl trans-4-[6-(1H-benzo[d]imidazol-5-yl)-3-(cyclopropanecarbonyl)quinolin-4-ylamino]cyclohexylcarbamate (45.3 mg, 0.086 mmol) was reacted with TFA (2 mL) to afford the desired product (21.3 mg, 58%) as an off-white solid: 1H NMR (500 MHz, CDCl3) δ 9.16 (s, 1H), 8.48 (s, 1H), 8.27 (s, 1H), 8.12 (d, J=8.7 Hz, 1H), 7.99-7.93 (m, 2H), 7.74 (d, J=8.4 Hz, 1H), 7.67 (d, J=8.4 Hz, 1H), 4.29 (s, 1H), 3.17 (s, 1H), 2.93-2.78 (m, 1H), 2.36 (d, J=11.1 Hz, 2H), 2.15 (... The reactants are F[B-](F)(F)F, Cc1onc(-c2ccccc2)c1C(=O)O, CN(C)C=O, CCN(C(C)C)C(C)C, c1ccc(C2CCNC2)cc1, CN(C)C(On1nnc2ccccc21)=[N+](C)C. Product: Cc1onc(-c2ccccc2)c1C(=O)N1CCC(c2ccccc2)C1. As a reaction SMILES: [B-:27]([F:28])([F:29])([F:30])[F:31].[CH3:1][c:2]1[c:3]([C:13](=[O:14])[OH:15])[c:4](-[c:7]2[cH:8][cH:9][cH:10][cH:11][cH:12]2)[n:5][o:6]1.[CH3:58][N:59]([CH3:60])[CH:61]=[O:62].[CH:49]([N:50]([CH:51]([CH3:52])[CH3:53])[CH2:54][CH3:55])([CH3:56])[CH3:57].[c:16]1([CH:22]2[CH2:23][NH:24][CH2:25][CH2:26]2)[cH:17][cH:18][cH:19][cH:20][cH:21]1.[n:32]1([O:33][C:34]([N:35]([CH3:36])[CH3:37])=[N+:38]([CH3:39])[CH3:40])[c:41]2[cH:42][cH:43][cH:44][cH:45][c:46]2[n:47][n:48]1>>[CH3:1][c:2]1[c:3]([C:13](=[O:15])[N:24]2[CH2:23][CH:22]([c:16]3[cH:17][cH:18][cH:19][cH:20][cH:21]3)[CH2:26][CH2:25]2)[c:4](-[c:7]2[cH:8][cH:9][cH:10][cH:11][cH:12]2)[n:5][o:6]1. Product: Cl.N1(CCNCC1)C(=O)C1=CC=C(C=C1)C1=[N+](C=CC=C1)[O-] (2-[4-[(1-Piperazinyl)carbonyl]phenyl]pyridine N-oxide hydrochloride). Run at time 1 hour. Solvent: ClCCl (dichloromethane), C(C)O (ethanol). Reported procedure: In dichloromethane (2.5 ml), 2-[4-[[4-(tert-butoxycarbonyl)piperazin-1-yl]carbonyl]phenyl]pyridine N-oxide was dissolved. To the resulting solution, a saturated solution of hydrochloride in ethanol (2.5 ml) was added, followed by stirring at room temperature for 1 hour. After the solvent was distilled off under reduced pressure, water was added to the residue, whereby an aqueous solution was obtained. Acetone was added to the aqueous solution until the solution became turbid. The precipitate was... Starting materials: C(C)(C)(C)OC(=O)N1CCN(CC1)C(=O)C1=CC=C(C=C1)C1=[N+](C=CC=C1)[O-] (2-[4-[[4-(tert-butoxycarbonyl)piperazin-1-yl]carbonyl]phenyl]pyridine N-oxide), Cl (hydrochloride), CC(=O)C (Acetone). Reaction SMILES: [ClH:1].CC(C)=O.C(OC([N:13]1[CH2:18][CH2:17][N:16]([C:19]([C:21]2[CH:26]=[CH:25][C:24]([C:27]3[CH:32]=[CH:31][CH:30]=[CH:29][N+:28]=3[O-:33])=[CH:23][CH:22]=2)=[O:20])[CH2:15][CH2:14]1)=O)(C)(C)C>ClCCl.C(O)C>[ClH:1].[N:16]1([C:19]([C:21]2[CH:26]=[CH:25][C:24]([C:27]3[CH:32]=[CH:31][CH:30]=[CH:29][N+:28]=3[O-:33])=[CH:23][CH:22]=2)=[O:20])[CH2:17][CH2:18][NH:13][CH2:14][CH2:15]1 |f:5.6|. Starting materials: COc1cccc(Nc2c(C(N)=O)cnc3c(C)cc(S(=O)(=O)c4cccc(C(=O)Nc5ccc(CCNCC(O)c6ccc(OCc7ccccc7)c7[nH]c(=O)ccc67)cc5)c4)cc23)c1, C1CCOC1, CCO. Product: COc1cccc(Nc2c(C(N)=O)cnc3c(C)cc(S(=O)(=O)c4cccc(C(=O)Nc5ccc(CCNCC(O)c6ccc(O)c7[nH]c(=O)ccc67)cc5)c4)cc23)c1. As a reaction SMILES: [CH2:1]([c:2]1[cH:3][cH:4][cH:5][cH:6][cH:7]1)[O:8][c:9]1[cH:10][cH:11][c:12]([CH:20]([CH2:21][NH:22][CH2:23][CH2:24][c:25]2[cH:26][cH:27][c:28]([NH:31][C:32](=[O:33])[c:34]3[cH:35][c:36]([S:40](=[O:41])(=[O:42])[c:43]4[cH:44][c:45]5[c:46]([NH:57][c:58]6[cH:59][c:60]([O:64][CH3:65])[cH:61][cH:62][cH:63]6)[c:47]([C:54](=[O:55])[NH2:56])[cH:48][n:49][c:50]5[c:51]([CH3:53])[cH:52]4)[cH:37][cH:38][cH:39]3)[cH:29][cH:30]2)[OH:66])[c:13]2[cH:14][cH:15][c:16](=[O:19])[nH:17][c:18]12.[CH2:70]1[O:71][CH2:72][CH2:73][CH2:74]1.[CH3:67][CH2:68][OH:69]>>[OH:8][c:9]1[cH:10][cH:11][c:12]([CH:20]([CH2:21][NH:22][CH2:23][CH2:24][c:25]2[cH:26][cH:27][c:28]([NH:31][C:32](=[O:33])[c:34]3[cH:35][c:36]([S:40](=[O:41])(=[O:42])[c:43]4[cH:44][c:45]5[c:46]([NH:57][c:58]6[cH:59][c:60]([O:64][CH3:65])[cH:61][cH:62][cH:63]6)[c:47]([C:54](=[O:55])[NH2:56])[cH:48][n:49][c:50]5[c:51]([CH3:53])[cH:52]4)[cH:37][cH:38][cH:39]3)[cH:29][cH:30]2)[OH:66])[c:13]2[cH:14][cH:15][c:16](=[O:19])[nH:17][c:18]12. As a reaction SMILES: [F:1][C:2]([c:3]1[cH:4][cH:5][c:6]([O:7][c:8]2[cH:9][cH:10][c:11]([O:12][CH:13]([C:14](=[O:15])[Cl:16])[CH3:17])[cH:18][cH:19]2)[cH:20][cH:21]1)([F:22])[F:23].[F:24][C:25]([F:26])([F:27])[c:28]1[cH:29][cH:30][c:31]([O:32][c:33]2[cH:34][cH:35][c:36]([O:37][CH:38]([CH3:39])[C:40]([OH:41])=[O:42])[cH:43][cH:44]2)[cH:45][cH:46]1.[NH2:51][c:52]1[cH:53][cH:54][cH:55][cH:56][cH:57]1.[OH2:64].[S:47]([Cl:48])([Cl:49])=[O:50].[cH:58]1[cH:59][cH:60][cH:61][cH:62][cH:63]1>>[F:1][C:2]([c:3]1[cH:4][cH:5][c:6]([O:7][c:8]2[cH:9][cH:10][c:11]([O:12][CH:13]([C:14](=[O:15])[NH:51][c:52]3[cH:53][cH:54][cH:55][cH:56][cH:57]3)[CH3:17])[cH:18][cH:19]2)[cH:20][cH:21]1)([F:22])[F:23]. Reactants: CC(Oc1ccc(Oc2ccc(C(F)(F)F)cc2)cc1)C(=O)Cl, CC(Oc1ccc(Oc2ccc(C(F)(F)F)cc2)cc1)C(=O)O, Nc1ccccc1, O, O=S(Cl)Cl, c1ccccc1. Product: CC(Oc1ccc(Oc2ccc(C(F)(F)F)cc2)cc1)C(=O)Nc1ccccc1. Starting materials: CC(C)(C)[O-], CN1CCCC1=O, O=[N+]([O-])c1cc([N+](=O)[O-])c(Cl)c(Cl)c1O, Cl, [K+], [K+], [OH-], O. Yields the product O=[N+]([O-])c1cc([N+](=O)[O-])c(O)c(Cl)c1O. RXN SMILES: [CH3:16][C:17]([CH3:18])([O-:19])[CH3:20].[CH3:26][N:27]1[CH2:28][CH2:29][CH2:30][C:31]1=[O:32].[Cl:1][c:2]1[c:3]([OH:15])[c:4]([N+:12](=[O:13])[O-:14])[cH:5][c:6]([N+:9](=[O:10])[O-:11])[c:7]1[Cl:8].[ClH:24].[K+:21].[K+:23].[OH-:22].[OH2:25]>>[Cl:1][c:2]1[c:3]([OH:15])[c:4]([N+:12](=[O:13])[O-:14])[cH:5][c:6]([N+:9](=[O:10])[O-:11])[c:7]1[OH:19]. Starting materials: COc1ccc2[nH]cc(C3CCNCC3)c2c1, CCN(C(C)C)C(C)C, FC(F)(F)c1nnc2ccc(Cl)nn12, CN(C)C=O. Product: COc1ccc2[nH]cc(C3CCN(c4ccc5nnc(C(F)(F)F)n5n4)CC3)c2c1. As a reaction SMILES: [CH3:15][O:16][c:17]1[cH:18][c:19]2[c:20]([CH:26]3[CH2:27][CH2:28][NH:29][CH2:30][CH2:31]3)[cH:21][nH:22][c:23]2[cH:24][cH:25]1.[CH:32]([N:33]([CH2:34][CH3:35])[CH:36]([CH3:37])[CH3:38])([CH3:39])[CH3:40].[Cl:1][c:2]1[cH:3][cH:4][c:5]2[n:6]([n:7]1)[c:8]([C:11]([F:12])([F:13])[F:14])[n:9][n:10]2.[O:41]=[CH:42][N:43]([CH3:44])[CH3:45]>>[c:2]1([N:29]2[CH2:28][CH2:27][CH:26]([c:20]3[c:19]4[cH:18][c:17]([O:16][CH3:15])[cH:25][cH:24][c:23]4[nH:22][cH:21]3)[CH2:31][CH2:30]2)[cH:3][cH:4][c:5]2[n:6]([n:7]1)[c:8]([C:11]([F:12])([F:13])[F:14])[n:9][n:10]2.